The task is: describe an organic reaction: reactants, conditions, products, and yield. This data is from the Open Reaction Database (ORD), a public repository of structured organic reaction records. Reactants: C=CCc1cc(F)cc(Br)c1O, ClCCl. Product: CC=Cc1cc(F)cc(Br)c1O. As a reaction SMILES: [CH2:1]([CH:2]=[CH2:3])[c:4]1[c:5]([OH:12])[c:6]([Br:11])[cH:7][c:8]([F:10])[cH:9]1.[Cl:13][CH2:14][Cl:15]>>[CH:1](=[CH:2][CH3:3])[c:4]1[c:5]([OH:12])[c:6]([Br:11])[cH:7][c:8]([F:10])[cH:9]1. Reaction SMILES: [C:1]([O:5][C:6](=[O:42])[CH2:7][N:8]([C:18](=[O:41])[C@@H:19]([NH:23][C:24](OCC1C2CC3C(=CC=CC=3)C=2C=CC=1)=[O:25])[CH:20]([CH3:22])[CH3:21])[CH:9]1[CH2:17][C:16]2[C:11](=[CH:12][CH:13]=[CH:14][CH:15]=2)[CH2:10]1)([CH3:4])([CH3:3])[CH3:2].C(NCC)C.C(O)(=O)[C:49]1[CH:54]=[CH:53][CH:52]=[CH:51][CH:50]=1.C(Cl)CCl>CC#N.C(Cl)Cl.CCOC(C)=O.CN(C=O)C>[C:1]([O:5][C:6](=[O:42])[CH2:7][N:8]([C:18](=[O:41])[C@@H:19]([NH:23][C:24](=[O:25])[C:49]1[CH:54]=[CH:53][CH:52]=[CH:51][CH:50]=1)[CH:20]([CH3:21])[CH3:22])[CH:9]1[CH2:17][C:16]2[C:11](=[CH:12][CH:13]=[CH:14][CH:15]=2)[CH2:10]1)([CH3:4])([CH3:3])[CH3:2]. The yield is 60.5%. Solvent: CN(C)C=O (DMF), CC#N (CH3CN), CCOC(=O)C (EtOAc), C(Cl)Cl (CH2Cl2). Procedure details: To a solution of compound 722 (500 mg, 0.88 mmol) in CH3CN (6.0 mL) was added diethylamine (455μ, 4.4 mmol) and the reaction allowed to stir for 2 hr. The reaction was concentrated and the residue co-concentrated with toluene (2×) to provide a viscous oil. The residue was dissolved in CH2Cl2 (5 mL) containing DMF (2 mL), treated with benzoic acid (161 mg, 1.32 mmol) followed by EDC (252 mg, 1.32 mmol) and the reaction allowed to stir overnight. The reaction was diluted with EtOAc and washed with... Yields the product C(C)(C)(C)OC(CN(C1CC2=CC=CC=C2C1)C([C@H](C(C)C)NC(C1=CC=CC=C1)=O)=O)=O (((2(S)-Benzoylamino-3-methylbutyryl)indan-2-ylamino)acetic Acid t-Butyl Ester). Starting materials: C(C)(C)(C)OC(CN(C1CC2=CC=CC=C2C1)C([C@H](C(C)C)NC(=O)OCC1=CC=CC=2C3=CC=CC=C3CC12)=O)=O (((2(S)-Fluorenylmethyloxycarbonylamino-3-methylbutyryl)indan-2-ylamino)acetic Acid t-Butyl Ester), C(C)NCC (diethylamine), C(CCl)Cl (EDC), C(C1=CC=CC=C1)(=O)O (benzoic acid). Reaction conditions: time 2 hour. Reactants: CCc1ccc(C(Cl)=Cc2ccc(Br)cc2)cc1, C1COCCO1, CO, [K+], [OH-]. The product is CCc1ccc(C#Cc2ccc(Br)cc2)cc1. RXN SMILES: [Br:1][c:2]1[cH:3][cH:4][c:5]([CH:8]=[C:9]([c:10]2[cH:11][cH:12][c:13]([CH2:16][CH3:17])[cH:14][cH:15]2)[Cl:18])[cH:6][cH:7]1.[CH2:21]1[O:22][CH2:23][CH2:24][O:25][CH2:26]1.[CH3:27][OH:28].[K+:20].[OH-:19]>>[Br:1][c:2]1[cH:3][cH:4][c:5]([C:8]#[C:9][c:10]2[cH:11][cH:12][c:13]([CH2:16][CH3:17])[cH:14][cH:15]2)[cH:6][cH:7]1. The reactants are C(CCCCCCCCC#CCCCCCCCCCCCCCCCCCCCC)O (Hentriacont-10-yn-1-ol), [Li] (lithium), C(C(C)N)N (propylenediamine), ice water, potassium t-butylate. Reaction conditions: time 15 minute. Product: C(CCCCCCCCCCCCCCCCCCCCCCCCCCCCC#C)O (Hentriacont-30-yn-1-ol). RXN SMILES: [Li].C(N)C(N)C.[CH2:7]([OH:38])[CH2:8][CH2:9][CH2:10][CH2:11][CH2:12][CH2:13][CH2:14][CH2:15][C:16]#[C:17][CH2:18][CH2:19][CH2:20][CH2:21][CH2:22][CH2:23][CH2:24][CH2:25][CH2:26][CH2:27][CH2:28][CH2:29][CH2:30][CH2:31][CH2:32][CH2:33][CH2:34][CH2:35][CH2:36][CH3:37]>>[CH2:7]([OH:38])[CH2:8][CH2:9][CH2:10][CH2:11][CH2:12][CH2:13][CH2:14][CH2:15][CH2:16][CH2:17][CH2:18][CH2:19][CH2:20][CH2:21][CH2:22][CH2:23][CH2:24][CH2:25][CH2:26][CH2:27][CH2:28][CH2:29][CH2:30][CH2:31][CH2:32][CH2:33][CH2:34][CH2:35][C:36]#[CH:37] |^1:0|. Reported procedure: 1.0 g (0.1448 mol) of lithium wire was added in small pieces to 75 ml of propylenediamine under an argon atmosphere at room temperature. The mixture was stirred for 15 min at room temperature and then heated at 70° C. until the blue coloration had disappeared. It was cooled to room temperature, 10 g (0.0891 mol) of potassium t-butylate were added, the mixture was stirred for 15 min at room temperature and 10 g (0.0223 mol) of hentriacont-10-yn-1-ol of Example 9 were added as a solid. The mixture... Reactants: S(O)(O)(=O)=O (sulfuric acid), C(C1=CC=CC=C1)OC(=O)NCCCC[C@H](N)C(=O)O (Nε-benzyloxycarbonyl-L-lysine), CC(C)=C (isobutylene), ice, [OH-].[Na+] (sodium hydroxide). Run in O1CCOCC1 (dioxane). Conditions: temperature -78 celsius, time 4 hour. The product is C(C1=CC=CC=C1)OC(=O)NCCCC[C@H](N)C(=O)OC(C)(C)C (t-butyl Nε-benzyloxycarbonyl-L-lysinate). Yield: 64.0%. RXN SMILES: S(=O)(=O)(O)O.[CH2:6]([O:13][C:14]([NH:16][CH2:17][CH2:18][CH2:19][CH2:20][C@@H:21]([C:23]([OH:25])=[O:24])[NH2:22])=[O:15])[C:7]1[CH:12]=[CH:11][CH:10]=[CH:9][CH:8]=1.[CH3:26][C:27](=[CH2:29])[CH3:28].[OH-].[Na+]>O1CCOCC1>[CH2:6]([O:13][C:14]([NH:16][CH2:17][CH2:18][CH2:19][CH2:20][C@@H:21]([C:23]([O:25][C:27]([CH3:29])([CH3:28])[CH3:26])=[O:24])[NH2:22])=[O:15])[C:7]1[CH:8]=[CH:9][CH:10]=[CH:11][CH:12]=1 |f:3.4|. Procedure: Into two separate 500 ml hydrogenation vessels each containing 100 ml of dioxane and 9.0 ml (160 mmol) of concentrated sulfuric acid was placed 11.0 gm (39.2 mmol) and 10.6 gm (37.8 mmol) of Nε-benzyloxycarbonyl-L-lysine. The two solutions were cooled to -78° C. and 140 ml of condensed (-78° C.) isobutylene was added to each vessel. The mixtures were then mechanically shaken (Parr shaker) at room temperature for 4 hours (26 psi). The reaction mixtures were combined and poured into 1000 ml (1.0 m...